From a dataset of the Open Reaction Database (ORD), a public repository of structured organic reaction records. describe an organic reaction: reactants, conditions, products, and yield Reactants: [H-], O=Cc1ccc([N+](=O)[O-])o1, [Na+], C1CCOC1, Cc1cc(Cl)cc2nc(S)[nH]c12. Product: Cc1cc(Cl)cc2nc(Sc3ccc(C=O)o3)[nH]c12. As a reaction SMILES: [H-:1].[N+:15]([O-:16])(=[O:17])[c:18]1[cH:19][cH:20][c:21]([CH:23]=[O:24])[o:22]1.[Na+:2].[O:25]1[CH2:26][CH2:27][CH2:28][CH2:29]1.[SH:3][c:4]1[n:5][c:6]2[c:7]([nH:8]1)[c:9]([CH3:14])[cH:10][c:11]([Cl:13])[cH:12]2>>[S:3]([c:4]1[n:5][c:6]2[c:7]([nH:8]1)[c:9]([CH3:14])[cH:10][c:11]([Cl:13])[cH:12]2)[c:18]1[cH:19][cH:20][c:21]([CH:23]=[O:24])[o:22]1. Starting materials: C[C@@H]1CC[C@H](CC1)NC(=O)C=CC=CC1=CC(=C(C=C1)OCC1=CC=CC=C1)OC (N-(trans-4-methylcyclohexyl)-4-(4-benzyloxy-3-methoxyphenyl)-l,3-butadiene-1-carboxamide), [H][H] (hydrogen). The reagents and catalysts are [C].[Pd] (palladium-carbon). Run in CO (methanol). Yields the product C[C@@H]1CC[C@H](CC1)NC(CCCCC1=CC(=C(C=C1)O)OC)=O (N-(trans-4-methylcyclohexyl)-5-(4-hydroxy-3-methoxyphenyl)valeramide). The yield is 80.7%. Reaction SMILES: [CH3:1][C@H:2]1[CH2:7][CH2:6][C@H:5]([NH:8][C:9]([CH:11]=[CH:12][CH:13]=[CH:14][C:15]2[CH:20]=[CH:19][C:18]([O:21]CC3C=CC=CC=3)=[C:17]([O:29][CH3:30])[CH:16]=2)=[O:10])[CH2:4][CH2:3]1.[H][H]>CO.[C].[Pd]>[CH3:1][C@H:2]1[CH2:7][CH2:6][C@H:5]([NH:8][C:9](=[O:10])[CH2:11][CH2:12][CH2:13][CH2:14][C:15]2[CH:20]=[CH:19][C:18]([OH:21])=[C:17]([O:29][CH3:30])[CH:16]=2)[CH2:4][CH2:3]1 |f:3.4|. Procedure details: 3.62 g of N-(trans-4-methylcyclohexyl)-4-(4-benzyloxy-3-methoxyphenyl)-l,3-butadiene-1-carboxamide (Example 117) was dissolved in 150 ml of methanol. 0.2 g of 10% palladium-carbon was added to the solution. The solution was stirred for 16 hours under normal-pressure hydrogen gas. After reaction, the catalyst was filtered out, and the solvent was removed in vacuo from the filtrate, yielding 2.3 g of N-(trans-4-methylcyclohexyl)-5-(4-hydroxy-3-methoxyphenyl)valeramide (a compound of the present in... Reactants: ClC1=CC=C(C=O)C=C1 (4-Chlorobenzaldehyde), C[C@@]12[C@H](CC[C@H]1[C@@H]1CC[C@H]3CCCC[C@]3(C)[C@H]1CC2)N (5α-androstan-17β-amine), C(#N)[BH3-].[Na+] (sodium cyanoborohydride), O1CCCC1 (tetrahydrofuran). The solvent is CO (methanol). Conditions: time 8 hour. Yields the product ClC1=CC=C(CN[C@@H]2[C@]3(C)[C@@H](CC2)[C@@H]2CC[C@H]4CCCC[C@]4(C)[C@H]2CC3)C=C1 (N-((4'-Chloro)benzyl)-5α-androstan-17β-amine). RXN SMILES: [Cl:1][C:2]1[CH:9]=[CH:8][C:5]([CH:6]=O)=[CH:4][CH:3]=1.[CH3:10][C@:11]12[CH2:28][CH2:27][C@H:26]3[C@@H:16]([CH2:17][CH2:18][C@@H:19]4[C@:24]3([CH3:25])[CH2:23][CH2:22][CH2:21][CH2:20]4)[C@@H:15]1[CH2:14][CH2:13][C@@H:12]2[NH2:29].C([BH3-])#N.[Na+].O1CCCC1>CO>[Cl:1][C:2]1[CH:9]=[CH:8][C:5]([CH2:6][NH:29][C@H:12]2[CH2:13][CH2:14][C@H:15]3[C@H:16]4[C@H:26]([CH2:27][CH2:28][C@:11]23[CH3:10])[C@:24]2([CH3:25])[C@H:19]([CH2:20][CH2:21][CH2:22][CH2:23]2)[CH2:18][CH2:17]4)=[CH:4][CH:3]=1 |f:2.3|. Procedure details: 4-Chlorobenzaldehyde (0.464 g), 5α-androstan-17β-amine(4.40g) glacial acetic acid (0.99 g), sodium cyanoborohydride (0.21 g) and tetrahydrofuran (5 ml) were added to methanol (11 ml). The resulting mixture was warmed to dissolve the solid in solution and allowed to stir overnight at room temperature. Excess solvent was removed under reduced pressure. Water was added and made basic (pH 9) with 50% aqueous NAOH. The mixture was extracted with ether and the organic layer became cloudy. Celite was u... Starting materials: C(=O)(O)[O-].[Na+] (NaHCO3), CO (MeOH), Cl (HCl), COC(=O)C=1C=2N(C=CN1)C=C(N2)C2=C(C=C(C=C2)F)F (2-(2,4-Difluorophenyl)-imidazo[1,2-a]pyrazine-8-carboxylic acid methyl ester). Run in C(Cl)Cl (DCM). Reaction conditions: temperature 105 celsius. The product is FC1=C(C=CC(=C1)F)C=1N=C2N(C=CN=C2)C1 (2-(2,4-Difluorophenyl)-imidazo[1,2-a]pyrazine). The yield is 70.2%. Reaction SMILES: COC([C:5]1[C:6]2[N:7]([CH:11]=[C:12]([C:14]3[CH:19]=[CH:18][C:17]([F:20])=[CH:16][C:15]=3[F:21])[N:13]=2)[CH:8]=[CH:9][N:10]=1)=O.CO.Cl.C([O-])(O)=O.[Na+]>C(Cl)Cl>[F:21][C:15]1[CH:16]=[C:17]([F:20])[CH:18]=[CH:19][C:14]=1[C:12]1[N:13]=[C:6]2[CH:5]=[N:10][CH:9]=[CH:8][N:7]2[CH:11]=1 |f:3.4|. Reported procedure: 2-(2,4-Difluorophenyl)-imidazo[1,2-a]pyrazine-8-carboxylic acid methyl ester (prepared from general procedure B using 3-aminopyrazine-2-carboxylic acid methyl ester and 2-bromo-1-(2,4-difluorophenyl)-ethanone; 5.0 g, 17 mmol) was dissolved in DCM (30 mL) and MeOH (30 mL) and was treated with 1.0 M aqueous HCl (160 mL). The mixture was heated at about 105° C. for about 13 h, allowed to cool to ambient temperature, and neutralized with NaHCO3. The solid was filtered and dried overnight to yield th... Starting materials: CC1=CC=C(C(CC=C)O)O1 (5-methyl-allyl-furfuryl alcohol), P(=O)(O)([O-])[O-].[K+].[K+] (dipotassium monohydrogen phosphate), resultant mixture, P(O)(O)(O)=O (phosphoric acid). Run in O (water). The product is C(C=C)C1C(C=CC1(C)O)=O (2-allyl-3-hydroxy-3-methyl-4-cyclopentenone). Isolated yield 80.0%. As a reaction SMILES: [CH3:1][C:2]1[O:11][C:5]([CH:6](O)[CH2:7][CH:8]=[CH2:9])=[CH:4][CH:3]=1.P([O-])([O-])(O)=[O:13].[K+].[K+].P(=O)(O)(O)O>O>[CH2:7]([CH:6]1[C:2]([OH:11])([CH3:1])[CH:3]=[CH:4][C:5]1=[O:13])[CH:8]=[CH2:9] |f:1.2.3|. Reported procedure: In the same apparatus as in Example 1, 5-methyl-allyl-furfuryl alcohol (50 parts) and a buffer solution prepared from water (1500 parts) and dipotassium monohydrogen phosphate (1.7 parts) and adjusted to pH 5.1 with phosphoric acid were charged, and the resultant mixture was stirred at 100° C. in a nitrogen stream until the starting compound was consumed. The reaction mixture was treated as in Example 1 to give 2-allyl-3-hydroxy-3-methyl-4-cyclopentenone in a yield of 80 %. Starting materials: CCN(CC)C(=O)Oc2ccc1ccccc1c2 (substrate), Cc4ccc(B3OB(c1ccc(C)cc1)OB(c2ccc(C)cc2)O3)cc4 (effective_coupling_partner). The reagents and catalysts are PCy3. Reaction conditions: temperature 120 celsius, time 20 hour. Yields the product Cc3ccc(c2ccc1ccccc1c2)cc3.